Dataset: the Open Reaction Database (ORD), a public repository of structured organic reaction records. Task: describe an organic reaction: reactants, conditions, products, and yield As a reaction SMILES: [CH2:1]1[CH:2]2[N:3]([CH2:4][CH2:5][NH:6]1)[CH2:7][CH2:8][CH2:9][CH2:10]2.[CH3:37][S:38]([CH3:39])=[O:40].[CH:11]([N:12]([CH:13]([CH3:14])[CH3:15])[CH2:16][CH3:17])([CH3:18])[CH3:19].[Cl:20][c:21]1[n:22][n:23][c:24](-[c:27]2[cH:28][cH:29][c:30]([C:33]([F:34])([F:35])[F:36])[cH:31][cH:32]2)[cH:25][cH:26]1.[Cl:41][CH2:42][Cl:43]>>[CH2:1]1[CH:2]2[N:3]([CH2:4][CH2:5][N:6]1[c:21]1[n:22][n:23][c:24](-[c:27]3[cH:28][cH:29][c:30]([C:33]([F:34])([F:35])[F:36])[cH:31][cH:32]3)[cH:25][cH:26]1)[CH2:7][CH2:8][CH2:9][CH2:10]2. Yields the product FC(F)(F)c1ccc(-c2ccc(N3CCN4CCCCC4C3)nn2)cc1. Reactants: C1CCN2CCNCC2C1, CS(C)=O, CCN(C(C)C)C(C)C, FC(F)(F)c1ccc(-c2ccc(Cl)nn2)cc1, ClCCl. Reactants: O=C(O)CCCl, [K+], [OH-], Oc1cccc2ncccc12. Yields the product O=C(O)CCOc1cccc2ncccc12. RXN SMILES: [Cl:12][CH2:13][CH2:14][C:15](=[O:16])[OH:17].[K+:19].[OH-:18].[OH:1][c:2]1[c:3]2[cH:4][cH:5][cH:6][n:7][c:8]2[cH:9][cH:10][cH:11]1>>[O:1]([c:2]1[c:3]2[cH:4][cH:5][cH:6][n:7][c:8]2[cH:9][cH:10][cH:11]1)[CH2:13][CH2:14][C:15](=[O:16])[OH:17]. Starting materials: NC1=C2CCN(CC2=CC=C1)C (5-amino-2-methyl-1,2,3,4-tetrahydroisoquinoline), ClC=1C(=CC(=C(C(=O)O)C1)OC)C (5-Chloro-2-methoxy-4-methylbenzoic acid), 1-(3-dimethyl aminopropyl)-3-ethylcarbodiimide hydrochloride, ON1N=NC2=C1C=CC=C2 (1-hydroxy-benzotriazole). Solvent: CN(C)C=O (DMF). Product: CN1CC2=CC=CC(=C2CC1)NC(C1=C(C=C(C(=C1)Cl)C)OC)=O (N-(2-Methyl-1,2,3,4-tetrahydroisoquinolin-5-yl)-5-chloro-2-methoxy-4-methylbenzamide). Yield: 43.2%. Reaction SMILES: [Cl:1][C:2]1[C:3]([CH3:13])=[CH:4][C:5]([O:11][CH3:12])=[C:6]([CH:10]=1)[C:7]([OH:9])=O.ON1C2C=CC=CC=2N=N1.[NH2:24][C:25]1[CH:34]=[CH:33][CH:32]=[C:31]2[C:26]=1[CH2:27][CH2:28][N:29]([CH3:35])[CH2:30]2>CN(C=O)C>[CH3:35][N:29]1[CH2:28][CH2:27][C:26]2[C:31](=[CH:32][CH:33]=[CH:34][C:25]=2[NH:24][C:7](=[O:9])[C:6]2[CH:10]=[C:2]([Cl:1])[C:3]([CH3:13])=[CH:4][C:5]=2[O:11][CH3:12])[CH2:30]1. Reported procedure: 5-Chloro-2-methoxy-4-methylbenzoic acid (0.202 g, 1 mmol), 1-(3-dimethyl aminopropyl)-3-ethylcarbodiimide hydrochloride (0.200 g, 1 mmol) and 1-hydroxy-benzotriazole (0.155 g, 25 mmol) were dissolved in dry DMF (10 ml) and stirred at room temperature under argon for 25 mins before 5-amino-2-methyl-1,2,3,4-tetrahydroisoquinoline (0.163 g, 1 mmol) was added. The mixture was then stirred for 24 under argon at room temperature. The DMF was removed in vacuo and the residue suspended in ethyl acethate... Starting materials: C(/C=C\C(O)=O)(O)=O, C1C[C@](C(N1)=O)(C)N. The reagents and catalysts are c1ccc(cc1)-c2c3ccccc3cc4ccccc24 (9-Phenylanthracene). Run in CC(C)O (IPA). Reaction conditions: temperature 80 celsius, time 18 hour. The product is C[C@]1(N)CCNC1=O. Reaction SMILES: [CH3:1][C@:2]1([C:7](=[O:8])[NH:6][CH2:5][CH2:4]1)[NH2:3].OC(\C=C/C(O)=O)=O>>[CH3:1][C@:2]1([C:7](=[O:8])[NH:6][CH2:5][CH2:4]1)[NH2:3]. Starting materials: CC=1C=C(C=CC1)N(C(=O)C1=CC2=C(N(C(=N2)CNC2=CC=C(C=C2)C#N)C)C=C1)CCC(=O)OCC (1-methyl-2-[N-(4-cyanophenyl)aminomethyl]benzimidazol-5-yl-carboxylic acid-N-(3-methylphenyl)-N-(2-ethoxycarbonylethyl)amide), Cl (hydrochloric acid), C(C)O (ethanol), C([O-])([O-])=O.[NH4+].[NH4+] (ammonium carbonate), C29H32N6O3. Solvent: ClCCl.C(C)O (dichloromethane ethanol). The product is Cl.CC=1C=C(C=CC1)N(C(=O)C1=CC2=C(N(C(=N2)CNC2=CC=C(C=C2)C(N)=N)C)C=C1)CCC(=O)OCC (1-Methyl-2-[N-(4-amidinophenyl)aminomethyl]benzimidazol-5-yl-carboxylic acid-N-(3-methylphenyl)-N-(2-ethoxycarbonylethyl)amide hydrochloride). Yield: 79.0%. As a reaction SMILES: [CH3:1][C:2]1[CH:3]=[C:4]([N:8]([CH2:31][CH2:32][C:33]([O:35][CH2:36][CH3:37])=[O:34])[C:9]([C:11]2[CH:30]=[CH:29][C:14]3[N:15]([CH3:28])[C:16]([CH2:18][NH:19][C:20]4[CH:25]=[CH:24][C:23]([C:26]#[N:27])=[CH:22][CH:21]=4)=[N:17][C:13]=3[CH:12]=2)=[O:10])[CH:5]=[CH:6][CH:7]=1.[ClH:38].C(O)C.C(=O)([O-])[O-].[NH4+:46].[NH4+]>ClCCl.C(O)C>[ClH:38].[CH3:1][C:2]1[CH:3]=[C:4]([N:8]([CH2:31][CH2:32][C:33]([O:35][CH2:36][CH3:37])=[O:34])[C:9]([C:11]2[CH:30]=[CH:29][C:14]3[N:15]([CH3:28])[C:16]([CH2:18][NH:19][C:20]4[CH:25]=[CH:24][C:23]([C:26](=[NH:46])[NH2:27])=[CH:22][CH:21]=4)=[N:17][C:13]=3[CH:12]=2)=[O:10])[CH:5]=[CH:6][CH:7]=1 |f:3.4.5,6.7,8.9|. Reported procedure: Prepared analogously to Example 25d from 1-methyl-2-[N-(4-cyanophenyl)aminomethyl]benzimidazol-5-yl-carboxylic acid-N-(3-methylphenyl)-N-(2-ethoxycarbonylethyl)amide and ethanolic hydrochloric acid, ethanol, and ammonium carbonate. Yield: 79% of theory, C29H32N6O3 (512.6); Rf value: 0.10 (silica gel; dichloromethane/ethanol=4:1); EKA mass spectrum: (M+H)+=513; (M+H+Na)++=268. The reactants are OCC1OC(C2C1OC(O2)(C)C)N2C1=NC=NC(=C1N=C2)NC(=O)NC2=CC=CC=C2 (1-[9-(6-Hydroxymethyl-2,2-dimethyl-tetrahydro-furo[3,4-d][1,3]dioxol-4-yl)-9H-purin-6-yl]-3-phenyl-urea), CS(=O)C (dimethylsulfoxide), methyl(triphenylphosphorylidene) acetate, C(C)(=O)OCC (ethyl acetate). Run at time 2 hour. The product is COC(C=CC1OC(C2OC(OC21)(C)C)N2C1=NC=NC(=C1N=C2)NC(=O)NC2=CC=CC=C2)=O (3-{2,2-Dimethyl-6-[6-(3-phenyl-ureido)-purin-9-yl]-tetrahydro-furo[3,4-d][1,3]dioxol-4-yl}-acrylic acid methyl ester). As a reaction SMILES: OC[CH:3]1[CH:7]2[O:8][C:9]([CH3:12])([CH3:11])[O:10][CH:6]2[CH:5]([N:13]2[CH:21]=[N:20][C:19]3[C:14]2=[N:15][CH:16]=[N:17][C:18]=3[NH:22][C:23]([NH:25][C:26]2[CH:31]=[CH:30][CH:29]=[CH:28][CH:27]=2)=[O:24])[O:4]1.[C:32]([O:35][CH2:36]C)(=[O:34])[CH3:33].[CH3:38]S(C)=O>>[CH3:36][O:35][C:32](=[O:34])[CH:33]=[CH:38][CH:3]1[CH:7]2[CH:6]([O:10][C:9]([CH3:11])([CH3:12])[O:8]2)[CH:5]([N:13]2[CH:21]=[N:20][C:19]3[C:14]2=[N:15][CH:16]=[N:17][C:18]=3[NH:22][C:23]([NH:25][C:26]2[CH:27]=[CH:28][CH:29]=[CH:30][CH:31]=2)=[O:24])[O:4]1. Procedure details: To a vial containing the starting compound, 1-[9-(6-Hydroxymethyl-2,2-dimethyl-tetrahydro-furo[3,4-d][1,3]dioxol-4-yl)-9H-purin-6-yl]-3-phenyl-urea (1.07 g, 2.5 mmol), in 10 ml of dimethylsulfoxide was added IBX (1.06 g, 3.75 mmol) in one portion at RT. The white solid gradually dissolved as the reaction proceeded. After stirring at RT for 2 hours, methyl(triphenylphosphorylidene) acetate (0.84 g, 2.5 mmol) was added in one portion. The reaction was run at RT overnight. To the reaction mixture w... Reactants: (2RS,3S)-2-hydroxy-3-[1-[N-[N-(morpholine-4-carbonyl)amino]cyclohexanecarbonyl]amino]heptanoic acid, C1(CCCC1)CN (cyclopentylmethylamine), OC(C(=O)O)[C@H](CCCC)NC(=O)C1(CCCCC1)NC(=O)N1CCN(CC1)C(C)=O ((2RS,3S)-2-hydroxy-3-[N-[1-[N-(4-acetylpiperazine-1-carbonyl)amino]cyclohexanecarbonyl]amino]heptanoic acid), ClC=1C=C(CN)C=CC1 (3-chlorobenzylamine). The product is C1(CCCC1)CNC(C([C@H](CCCC)NC(=O)C1(CCCCC1)NC(=O)N1CCN(CC1)C(C)=O)=O)=O (N-[(S)-1-(N-cyclopentylmethylamino)-1,2-dioxo-3-heptyl]-1-[N-(4-acetylpiperazine-1-carbonyl) amino]cyclohexanecarboxamide). The yield is 11.0%. As a reaction SMILES: [OH:1][CH:2]([C@@H:6]([NH:11][C:12]([C:14]1([NH:20][C:21]([N:23]2[CH2:28][CH2:27][N:26]([C:29](=[O:31])[CH3:30])[CH2:25][CH2:24]2)=[O:22])[CH2:19][CH2:18][CH2:17][CH2:16][CH2:15]1)=[O:13])[CH2:7][CH2:8][CH2:9][CH3:10])[C:3](O)=[O:4].ClC1[CH:34]=[C:35]([CH:38]=[CH:39][CH:40]=1)[CH2:36][NH2:37].C1(CN)CCCC1>>[CH:35]1([CH2:36][NH:37][C:3](=[O:4])[C:2](=[O:1])[C@@H:6]([NH:11][C:12]([C:14]2([NH:20][C:21]([N:23]3[CH2:24][CH2:25][N:26]([C:29](=[O:31])[CH3:30])[CH2:27][CH2:28]3)=[O:22])[CH2:19][CH2:18][CH2:17][CH2:16][CH2:15]2)=[O:13])[CH2:7][CH2:8][CH2:9][CH3:10])[CH2:34][CH2:40][CH2:39][CH2:38]1. Procedure: The same procedure as in Example 28 was repeated except that the (2RS,3S)-2-hydroxy-3-[1-[N-[N-(morpholine-4-carbonyl)amino]cyclohexanecarbonyl]amino]heptanoic acid was replaced by 881 mg of (2RS,3S)-2-hydroxy-3-[N-[1-[N-(4-acetylpiperazine-1-carbonyl)amino]cyclohexanecarbonyl]amino]heptanoic acid synthesized in Reference Example 28 and the 3-chlorobenzylamine was replaced by 496 mg of cyclopentylmethylamine, whereby 64 mg of the captioned N-[(S)-1-(N-cyclopentylmethylamino)-1,2-dioxo-3-heptyl]-... The product is ClC[C@H](COC1=C(C=CC=C1)Br)C (2-BROMOPHENYL (2S)-3-CHLORO-2-METHYLPROPYL ETHER). As a reaction SMILES: [Br:1][C:2]1[CH:7]=[CH:6][CH:5]=[CH:4][C:3]=1[OH:8].Br[CH2:10][C@H:11]([CH3:14])[CH2:12][Cl:13]>>[Cl:13][CH2:12][C@@H:11]([CH3:14])[CH2:10][O:8][C:3]1[CH:4]=[CH:5][CH:6]=[CH:7][C:2]=1[Br:1]. Procedure details: Prepared by Procedure U and Scheme AK using 2-bromophenol and (2R)-1-bromo-3-chloro-2-methylpropane. Starting materials: BrC1=C(C=CC=C1)O (2-bromophenol), BrC[C@@H](CCl)C ((2R)-1-bromo-3-chloro-2-methylpropane).